Dataset: the Open Reaction Database (ORD), a public repository of structured organic reaction records. Task: describe an organic reaction: reactants, conditions, products, and yield Starting materials: O=C(O)c1cnc(Cl)c(Br)c1, CCOC(C)=O, CS(C)=O, CCCCCCC, OCC1CC1, [K+], [OH-], O, O=C(O)CC(O)(CC(=O)O)C(=O)O. The product is O=C(O)c1cnc(OCC2CC2)c(Br)c1. Reaction SMILES: [Br:3][c:4]1[cH:5][c:6]([C:11](=[O:12])[OH:13])[cH:7][n:8][c:9]1[Cl:10].[CH2:36]([O:37][C:38](=[O:39])[CH3:40])[CH3:41].[CH3:32][S:33]([CH3:34])=[O:35].[CH3:42][CH2:43][CH2:44][CH2:45][CH2:46][CH2:47][CH3:48].[CH:14]1([CH2:17][OH:18])[CH2:15][CH2:16]1.[K+:2].[OH-:1].[OH2:49].[OH:19][C:20]([CH2:21][C:22]([C:23](=[O:24])[OH:25])([CH2:26][C:27](=[O:28])[OH:29])[OH:30])=[O:31]>>[Br:3][c:4]1[cH:5][c:6]([C:11](=[O:12])[OH:13])[cH:7][n:8][c:9]1[O:18][CH2:17][CH:14]1[CH2:15][CH2:16]1. The product is ClC=1C=C(C=CC1F)NC1=NC=NC2=CC(=C(C=C12)[N+](=O)[O-])O[C@@H]1COCC1 (4-[(3-Chloro-4-fluorophenyl)amino]-6-nitro-7-((5)-tetrahydrofuran-3-yloxy)-quinazoline). RXN SMILES: [Cl:1][C:2]1[CH:3]=[C:4]([NH:9][C:10]2[C:19]3[C:14](=[CH:15][C:16](S(C4C=CC=CC=4)(=O)=O)=[C:17]([N+:20]([O-:22])=[O:21])[CH:18]=3)[N:13]=[CH:12][N:11]=2)[CH:5]=[CH:6][C:7]=1[F:8].[OH:32][C@H:33]1[CH2:37][CH2:36][O:35][CH2:34]1.C(O)(C)(C)C.C1COCC1>O.CN(C=O)C>[Cl:1][C:2]1[CH:3]=[C:4]([NH:9][C:10]2[C:19]3[C:14](=[CH:15][C:16]([O:32][C@H:33]4[CH2:37][CH2:36][O:35][CH2:34]4)=[C:17]([N+:20]([O-:22])=[O:21])[CH:18]=3)[N:13]=[CH:12][N:11]=2)[CH:5]=[CH:6][C:7]=1[F:8]. Procedure details: 810 g of 4-(3-chloro-4-fluoro-phenylamino)-7-(phenylsulphonyl)-6-nitro-quinazoline and 175.5 g (S)-3-hydroxytetrahydrofuran (1.3 eq) are placed at 20° C. in 1.041 tert-butanol and 198 ml DMF, 2556 g K-tert.-butoxide in THF (24%) (3.6 eq) are added dropwise at 20° C. and then stirred for 4 h at 25° C. After a further 2 h at 40° C. the mixture is heated to 45° C. for about 2 h. 2.8 l of water are added and then about 3 l solvent are distilled off under reduced pressure. 2.8 l water are added again... Reaction conditions: temperature 25 celsius, time 4 hour. The solvent is CN(C)C=O (DMF), O (water). Starting materials: C(C)(C)(C)O (tert-butanol), K-tert.-butoxide, C1CCOC1 (THF), ClC=1C=C(C=CC1F)NC1=NC=NC2=CC(=C(C=C12)[N+](=O)[O-])S(=O)(=O)C1=CC=CC=C1 (4-(3-chloro-4-fluoro-phenylamino)-7-(phenylsulphonyl)-6-nitro-quinazoline), O[C@@H]1COCC1 ((S)-3-hydroxytetrahydrofuran). Reactants: C(C)N1C(NC(C(C1=O)(C)NC(C1=C(C(=C(C(=C1)F)F)F)F)=O)=O)=O (N-(1-Ethyl-hexahydro-5-methyl-2,4,6-trioxo-5-pyrimidinyl)-2,3,4,5-tetrafluorobenzamide), NC1(C(NC(N(C1=O)C1CCCCC1)=O)=O)C (5-amino-1-cyclohexyl-5-methylbarbituric acid). The product is C1(CCCCC1)N1C(NC(C(C1=O)(C)NC(C1=C(C(=C(C(=C1)F)F)F)F)=O)=O)=O (N-(1-Cyclohexyl-hexahydro-5-methyl-2,4,6-trioxo-5-pyrimidinyl)-2,3,4,5-tetrafluorobenzamide). Reaction SMILES: [CH2:1]([N:3]1[C:8](=[O:9])[C:7]([NH:11][C:12](=[O:23])[C:13]2[CH:18]=[C:17]([F:19])[C:16]([F:20])=[C:15]([F:21])[C:14]=2[F:22])([CH3:10])[C:6](=[O:24])[NH:5][C:4]1=[O:25])[CH3:2].NC1(C)C(=O)N([CH:34]2[CH2:39]CC[CH2:36][CH2:35]2)C(=O)NC1=O>>[CH:1]1([N:3]2[C:8](=[O:9])[C:7]([NH:11][C:12](=[O:23])[C:13]3[CH:18]=[C:17]([F:19])[C:16]([F:20])=[C:15]([F:21])[C:14]=3[F:22])([CH3:10])[C:6](=[O:24])[NH:5][C:4]2=[O:25])[CH2:36][CH2:35][CH2:34][CH2:39][CH2:2]1. Reported procedure: Compound 20h was prepared by the same method described for 20f using 5-amino-1-cyclohexyl-5-methylbarbituric acid (0.48 g, 2 mmol). The crude 1-cyclohexyl-5-methyl-5-(tetrafluorobenzamido)barbituric acid (20h) was obtained as yellow crystals and did not require further purification. The reactants are CC(C)=O, CCOC(=O)c1sc(Cl)nc1C, [K+], [K+], O=C([O-])[O-], O, Oc1ccccc1. Product: CCOC(=O)c1sc(Oc2ccccc2)nc1C. As a reaction SMILES: [CH3:27][C:28](=[O:29])[CH3:30].[Cl:1][c:2]1[s:3][c:4]([C:8](=[O:9])[O:10][CH2:11][CH3:12])[c:5]([CH3:7])[n:6]1.[K+:20].[K+:21].[O-:22][C:23]([O-:24])=[O:25].[OH2:26].[OH:13][c:14]1[cH:15][cH:16][cH:17][cH:18][cH:19]1>>[c:2]1([O:13][c:14]2[cH:15][cH:16][cH:17][cH:18][cH:19]2)[s:3][c:4]([C:8](=[O:9])[O:10][CH2:11][CH3:12])[c:5]([CH3:7])[n:6]1.